Dataset: the Open Reaction Database (ORD), a public repository of structured organic reaction records. Task: describe an organic reaction: reactants, conditions, products, and yield Conditions: time 30 minute. Starting materials: C1(=CC=CC=C1)OC (Anisole), C(C1=CC=CC=C1)OC(=O)N1CCC(CC1)N1C(CCCC1)=S (2-thioxo-[1,4′]bipiperidinyl-1′-carboxylic acid benzyl ester), trifluorosulfonic acid, C([O-])([O-])=O.[K+].[K+] (potassium carbonate), S(=O)(=O)([O-])[O-].[Na+].[Na+] (sodium sulfate). Procedure details: Anisole (2.5 mL) was added to a solution of 2-thioxo-[1,4′]bipiperidinyl-1′-carboxylic acid benzyl ester (2.4 g) in methylene chloride (40 mL) at 0° C. followed by the addition of trifluorosulfonic acid (3.4 mL). After 30 minutes, solid potassium carbonate was added, then sodium sulfate and methanol. The solids were removed by filtration and the filtrate was concentrated. The residue was dissolved in methanol and neutralized by passage through a column of Amberlyst A-21 (slightly basic) resin. T... Solvent: C(Cl)Cl (methylene chloride), CO (methanol). The product is N1(C(CCCC1)=S)C1CCNCC1 ([1,4]Bipiperidinyl-2-thione), solid. RXN SMILES: C1(OC)C=CC=CC=1.C(OC([N:19]1[CH2:24][CH2:23][CH:22]([N:25]2[CH2:30][CH2:29][CH2:28][CH2:27][C:26]2=[S:31])[CH2:21][CH2:20]1)=O)C1C=CC=CC=1.C(=O)([O-])[O-].[K+].[K+].S([O-])([O-])(=O)=O.[Na+].[Na+]>C(Cl)Cl.CO>[N:25]1([CH:22]2[CH2:23][CH2:24][NH:19][CH2:20][CH2:21]2)[CH2:30][CH2:29][CH2:28][CH2:27][C:26]1=[S:31] |f:2.3.4,5.6.7|. The reactants are CC1=C(C=C(C=O)C=C1)[N+](=O)[O-] (4-methyl-3-nitrobenzaldehyde), CuCl2, NC1=C(C(=O)NC2=CC=C(C=C2)C(C)CC)C=CC=C1 (2-amino-N-(4-sec-butylphenyl)benzamide). The solvent is CCO (EtOH). Product: C(C)(CC)C1=CC=C(C=C1)N1C(=NC2=CC=CC=C2C1=O)C1=CC(=C(C=C1)C)[N+](=O)[O-] (3-(4-sec-butylphenyl)-2-(4-methyl-3-nitrophenyl)quinazolin-4(3H)-one). The yield is 80.6%. RXN SMILES: [CH3:1][C:2]1[CH:9]=[CH:8][C:5]([CH:6]=O)=[CH:4][C:3]=1[N+:10]([O-:12])=[O:11].[NH2:13][C:14]1[CH:32]=[CH:31][CH:30]=[CH:29][C:15]=1[C:16]([NH:18][C:19]1[CH:24]=[CH:23][C:22]([CH:25]([CH2:27][CH3:28])[CH3:26])=[CH:21][CH:20]=1)=[O:17]>CCO>[CH:25]([C:22]1[CH:23]=[CH:24][C:19]([N:18]2[C:16](=[O:17])[C:15]3[C:14](=[CH:32][CH:31]=[CH:30][CH:29]=3)[N:13]=[C:6]2[C:5]2[CH:8]=[CH:9][C:2]([CH3:1])=[C:3]([N+:10]([O-:12])=[O:11])[CH:4]=2)=[CH:20][CH:21]=1)([CH2:27][CH3:28])[CH3:26]. Procedure details: 4-methyl-3-nitrobenzaldehyde (0.246 g, 1.50 mmol) and anhydrous CuCl2 (0.400 g, 3.00 mmol) were added to a solution of 2-amino-N-(4-sec-butylphenyl)benzamide (0.400 g, 1.50 mmol) in anhydrous EtOH (15 mL). After heating at reflux temperature for 2 hours, the reaction mixture was concentrated in vacuo. The residue was dissolved in EtOAc, washed with H2O, then brine, dried (Na2SO4), filtered, and concentrated in vacuo. Purification by flash chromatography on silica gel, eluting with 5% to 60% EtOA... The reactants are CC(=O)CC(C)C, O=C1Cc2cc(CCCl)ccc2N1, Cl, Cl, [I-], [Na+], [Na+], [Na+], O=C([O-])[O-], c1ccc2c(N3CCNCC3)cccc2c1. Product: O=C1Cc2cc(CCN3CCN(c4cccc5ccccc45)CC3)ccc2N1, Cl. RXN SMILES: [CH3:40][C:41]([CH2:42][CH:43]([CH3:44])[CH3:45])=[O:46].[Cl:1][CH2:2][CH2:3][c:4]1[cH:5][c:6]2[c:10]([cH:11][cH:12]1)[NH:9][C:8](=[O:13])[CH2:7]2.[ClH:14].[ClH:39].[I-:38].[Na+:31].[Na+:32].[Na+:37].[O-:33][C:34](=[O:35])[O-:36].[c:15]1([N:25]2[CH2:26][CH2:27][NH:28][CH2:29][CH2:30]2)[cH:16][cH:17][cH:18][c:19]2[cH:20][cH:21][cH:22][cH:23][c:24]12>>[CH2:2]([CH2:3][c:4]1[cH:5][c:6]2[c:10]([cH:11][cH:12]1)[NH:9][C:8](=[O:13])[CH2:7]2)[N:28]1[CH2:27][CH2:26][N:25]([c:15]2[cH:16][cH:17][cH:18][c:19]3[cH:20][cH:21][cH:22][cH:23][c:24]23)[CH2:30][CH2:29]1.[ClH:1]. The reactants are Cc1ccnc(COc2ccc([N+](=O)[O-])cc2C)c1, CCO, [H][H]. Product: Cc1ccnc(COc2ccc(N)cc2C)c1. As a reaction SMILES: [CH3:1][c:2]1[cH:3][c:4]([CH2:8][O:9][c:10]2[c:11]([CH3:19])[cH:12][c:13]([N+:16]([O-:17])=[O:18])[cH:14][cH:15]2)[n:5][cH:6][cH:7]1.[CH3:22][CH2:23][OH:24].[H:20][H:21]>>[CH3:1][c:2]1[cH:3][c:4]([CH2:8][O:9][c:10]2[c:11]([CH3:19])[cH:12][c:13]([NH2:16])[cH:14][cH:15]2)[n:5][cH:6][cH:7]1.